Dataset: the Open Reaction Database (ORD), a public repository of structured organic reaction records. Task: describe an organic reaction: reactants, conditions, products, and yield Reactants: ClC1=C(CN2C3=C(NCC2)N=CC(=C3)I)C=C(C=C1)C(F)(F)F (1-(2-Chloro-5-trifluoromethylbenzyl)-7-iodo-1,2,3,4-tetrahydropyrido[2,3-b]pyrazine), CN1CCN(CC1)C1=NC=C(C=C1)B1OC(C(O1)(C)C)(C)C (1-methyl-4-[5-(4,4,5,5-tetramethyl-[1,3,2]dioxaborolan-2-yl)pyridin-2-yl]piperazine). Yields the product ClC1=C(CN2C3=C(NCC2)N=CC(=C3)C=3C=NC(=CC3)N3CCN(CC3)C)C=C(C=C1)C(F)(F)F (1-(2-Chloro-5-trifluoromethylbenzyl)-7-[6-(4-methylpiperazin-1-yl)pyridin-3-yl]-1,2,3,4-tetrahydropyrido[2,3-b]pyrazine). Isolated yield 13.0%. Reaction SMILES: [Cl:1][C:2]1[CH:19]=[CH:18][C:17]([C:20]([F:23])([F:22])[F:21])=[CH:16][C:3]=1[CH2:4][N:5]1[CH2:10][CH2:9][NH:8][C:7]2[N:11]=[CH:12][C:13](I)=[CH:14][C:6]1=2.[CH3:24][N:25]1[CH2:30][CH2:29][N:28]([C:31]2[CH:36]=[CH:35][C:34](B3OC(C)(C)C(C)(C)O3)=[CH:33][N:32]=2)[CH2:27][CH2:26]1>>[Cl:1][C:2]1[CH:19]=[CH:18][C:17]([C:20]([F:23])([F:22])[F:21])=[CH:16][C:3]=1[CH2:4][N:5]1[CH2:10][CH2:9][NH:8][C:7]2[N:11]=[CH:12][C:13]([C:34]3[CH:33]=[N:32][C:31]([N:28]4[CH2:27][CH2:26][N:25]([CH3:24])[CH2:30][CH2:29]4)=[CH:36][CH:35]=3)=[CH:14][C:6]1=2. Procedure: 1-(2-Chloro-5-trifluoromethylbenzyl)-7-iodo-1,2,3,4-tetrahydropyrido[2,3-b]pyrazine (40 mg) was reacted with 1-methyl-4-[5-(4,4,5,5-tetramethyl-[1,3,2]dioxaborolan-2-yl)pyridin-2-yl]piperazine as in General Procedure 4A to give the title compound as a yellow film (13% yield). M.p. (film), LCMS: m/z=502.98 (M+H+), 1H-NMR (CDCl3, 400 MHz) δ 2.34 (s, 3H), 2.51 (t, J=5.3 Hz, 4H), 3.28 (t, J=5.3 Hz, 2H), 3.54 (t, J=5.0 Hz, 4H), 3.66-3.72 (m, 2H), 4.53 (s, 2H), 4.89 (bs, 1H), 6.53 (s, 1H), 6.64 (d, J=... The reactants are C1CCOC1, CC(C)C[AlH]CC(C)C, CCOC(=O)c1cn2c(n1)sc1cc(C)ccc12. Reaction SMILES: [CH2:28]1[O:29][CH2:30][CH2:31][CH2:32]1.[CH3:19][CH:20]([CH2:21][AlH:22][CH2:23][CH:24]([CH3:25])[CH3:26])[CH3:27].[CH3:1][c:2]1[cH:3][c:4]2[c:5]([n:6]3[c:7]([s:8]2)[n:9][c:10]([C:12](=[O:13])[O:14][CH2:15][CH3:16])[cH:11]3)[cH:17][cH:18]1>>[CH3:1][c:2]1[cH:3][c:4]2[c:5]([n:6]3[c:7]([s:8]2)[n:9][c:10]([CH:12]=[O:13])[cH:11]3)[cH:17][cH:18]1. The product is Cc1ccc2c(c1)sc1nc(C=O)cn12. Starting materials: BrC=1C=C(C=NC1)N1C2CN3CC(CC(C1)C3)C2 (4-(5-Bromopyridin-3-yl)-1,4-diazatricyclo[4.3.1.13,8]undecane), COC=1C=C(C=C(C1OC)OC)B(O)O (3,4,5-trimethoxyphenylboronic acid). The product is COC=1C=C(C=C(C1OC)OC)C=1C=C(C=NC1)N1C2CN3CC(CC(C1)C3)C2 (4-[5-(3,4,5-trimethoxyphenyl)pyridin-3-yl]-1,4-diazatricyclo[4.3.1.13,8]undecane). RXN SMILES: Br[C:2]1[CH:3]=[C:4]([N:8]2[CH2:16][CH:15]3[CH2:17][N:11]4[CH2:12][CH:13]([CH2:18][CH:9]2[CH2:10]4)[CH2:14]3)[CH:5]=[N:6][CH:7]=1.[CH3:19][O:20][C:21]1[CH:22]=[C:23](B(O)O)[CH:24]=[C:25]([O:29][CH3:30])[C:26]=1[O:27][CH3:28]>>[CH3:30][O:29][C:25]1[CH:24]=[C:23]([C:2]2[CH:3]=[C:4]([N:8]3[CH2:16][CH:15]4[CH2:17][N:11]5[CH2:12][CH:13]([CH2:18][CH:9]3[CH2:10]5)[CH2:14]4)[CH:5]=[N:6][CH:7]=2)[CH:22]=[C:21]([O:20][CH3:19])[C:26]=1[O:27][CH3:28]. Procedure: The title compound was prepared from the product of Example 65A and 3,4,5-trimethoxyphenylboronic acid according to General Method B: 1H NMR (500 MHz, CDCl3) δ ppm 8.16 (s, 2 H), 7.03 (s, 1 H), 6.73 (s, 2 H), 4.1 (s, 1 H), 3.91 (s, 9H.), 3.73-3.37 (m, 5 H), 3.05-3.00 (m, 4 H), 2.27-2.17 (m, 5 H); LC-MS Method D (ESI+) m/z 396.0 (M+H)+, retention time 1.32 minutes. The reactants are [N-]=[N+]=[N-].[Na+] (sodium azide), C(C)N1C(C=2N(C3=CC=CC=C13)C=C(C2)C#N)=O (4,5-dihydro-5-ethyl-4-oxopyrrolo-[1,2-a]-quinoxaline-2-carbonitrile), [Cl-].[NH4+] (ammonium chloride), CN(C=O)C (dimethylformamide), crystals. Run in O (water). Conditions: time 12 hour. The product is C(C)N1C(C=2N(C3=CC=CC=C13)C=C(C2)C2=NN=NN2)=O (5-ethyl-2-(1H-tetrazol-5-yl)-pyrrolo-[1,2-a]-quinoxaline-4(5H)-one). Yield: 48.0%. As a reaction SMILES: [N-:1]=[N+:2]=[N-:3].[Na+].[CH2:5]([N:7]1[C:16]2[C:11](=[CH:12][CH:13]=[CH:14][CH:15]=2)[N:10]2[CH:17]=[C:18]([C:20]#[N:21])[CH:19]=[C:9]2[C:8]1=[O:22])[CH3:6].[Cl-].[NH4+].CN(C)C=O>O>[CH2:5]([N:7]1[C:16]2[C:11](=[CH:12][CH:13]=[CH:14][CH:15]=2)[N:10]2[CH:17]=[C:18]([C:20]3[NH:21][N:3]=[N:2][N:1]=3)[CH:19]=[C:9]2[C:8]1=[O:22])[CH3:6] |f:0.1,3.4|. Procedure details: 0.48 g (7.4 mmole) of sodium azide were added to a suspension of 1.3 g (5.5 mmole) of the product of Step B, 0.425 g (8.0 mmole) of ammonium chloride and 50 ml of dimethylformamide and the mixture was stirred at 130°-140° C. for 12 hours and was then cooled. 200 ml of water were added thereto and the mixture was filtered. The recovered product was crystallized from a methanol-ethyl acetate mixture to obtain 0.74 g (48% yield) of 5-ethyl-2-(1H-tetrazol-5-yl)-pyrrolo-[1,2-a]-quinoxaline-4(5H)-one ... Starting materials: O.[OH-].[Li+] (lithium hydroxide monohydrate), CC1(CC2=CC=CC(=C2C1)NC(C(C(C)C)C1=CC=C(C=C1)CN1N=C(OCC1=O)C1=CC=CC=C1)=O)C(=O)OC (methyl 2-methyl-4-[(3-methyl-2-{-4-[(5-oxo-2-phenyl-5,6-dihydro-4H-1,3,4-oxadiazin-4-yl)methyl]phenyl}butanoyl)amino]-2,3-dihydro-1H-indene-2-carboxylate), Cl (hydrochloric acid). Run in C1CCOC1 (THF), O (water). Conditions: temperature 60 celsius, time 8 hour. Product: CC1(CC2=CC=CC(=C2C1)NC(C(C(C)C)C1=CC=C(C=C1)CN1N=C(OCC1=O)C1=CC=CC=C1)=O)C(=O)O (2-Methyl-4-[(3-methyl-2-{4-[(5-oxo-2-phenyl-5,6-dihydro-4H-1,3,4-oxadiazin-4-yl)methyl]-phenyl}butanoyl)amino]-2,3-dihydro-1H-indene-2-carboxylic acid). RXN SMILES: O.[OH-].[Li+].[CH3:4][C:5]1([C:41]([O:43]C)=[O:42])[CH2:13][C:12]2[C:7](=[CH:8][CH:9]=[CH:10][C:11]=2[NH:14][C:15](=[O:40])[CH:16]([C:20]2[CH:25]=[CH:24][C:23]([CH2:26][N:27]3[C:32](=[O:33])[CH2:31][O:30][C:29]([C:34]4[CH:39]=[CH:38][CH:37]=[CH:36][CH:35]=4)=[N:28]3)=[CH:22][CH:21]=2)[CH:17]([CH3:19])[CH3:18])[CH2:6]1.Cl>C1COCC1.O>[CH3:4][C:5]1([C:41]([OH:43])=[O:42])[CH2:13][C:12]2[C:7](=[CH:8][CH:9]=[CH:10][C:11]=2[NH:14][C:15](=[O:40])[CH:16]([C:20]2[CH:25]=[CH:24][C:23]([CH2:26][N:27]3[C:32](=[O:33])[CH2:31][O:30][C:29]([C:34]4[CH:39]=[CH:38][CH:37]=[CH:36][CH:35]=4)=[N:28]3)=[CH:22][CH:21]=2)[CH:17]([CH3:19])[CH3:18])[CH2:6]1 |f:0.1.2|. Procedure details: 9.1 mg (0.22 mmol) of lithium hydroxide monohydrate were added to a solution of 60 mg (0.11 mmol) of methyl 2-methyl-4-[(3-methyl-2-{-4-[(5-oxo-2-phenyl-5,6-dihydro-4H-1,3,4-oxadiazin-4-yl)methyl]phenyl}butanoyl)amino]-2,3-dihydro-1H-indene-2-carboxylate (Example 136A) in 2 ml of THF and 2 ml of water, and the mixture was stirred at 60° C. for 8 h. The reaction mixture was then adjusted to pH 4 with 1 M hydrochloric acid and concentrated to dryness under reduced pressure. The crude product obtai...